This data is from the Open Reaction Database (ORD), a public repository of structured organic reaction records. The task is: describe an organic reaction: reactants, conditions, products, and yield Starting materials: Cl (HCl), [H-].[Na+] (NaH), BrC(C)C (2-bromopropane), OC1=CC2=C(COB2O)C=C1 (6-Hydroxyl-1,3-dihydro-1-hydroxy-2,1-benzoxaborole). Solvent: CN(C)C=O (DMF). Reaction conditions: temperature 0 celsius, time 2 day. The product is C(C)(C)OC1=CC2=C(COB2O)C=C1 (6-Isopropoxy-1,3-dihydro-1-hydroxy-2,1-benzoxaborole). The yield is 61.5%. Reaction SMILES: [OH:1][C:2]1[CH:11]=[CH:10][C:5]2[CH2:6][O:7][B:8]([OH:9])[C:4]=2[CH:3]=1.[H-].[Na+].Br[CH:15]([CH3:17])[CH3:16].Cl>CN(C=O)C>[CH:15]([O:1][C:2]1[CH:11]=[CH:10][C:5]2[CH2:6][O:7][B:8]([OH:9])[C:4]=2[CH:3]=1)([CH3:17])[CH3:16] |f:1.2|. Procedure details: H181 (150 mg, 1.0 mmol) was dissolved in DMF (8.0 mL) and cooled to 0° C. with ice bath. To this solution under nitrogen were added in sequence NaH (60% in mineral oil, 160 mg, 4.0 mmol) and 2-bromopropane (0.40 mL, 4.0 mmol). The reaction mixture was stirred for 2 d then treated with 1.0 M HCl (10.0 mL). After extraction with ethyl acetate, the organic phase was washed with water and brine, and dried over anhydrous Na2SO4. The residue after rotary evaporation was purified by column chromatograp... The reactants are CC(=O)N(CCCC1CCN(C)CC1)c1ncc(C#N)c(C)n1, CCOC(C)=O, Cl, O. Product: Cc1nc(NCCCC2CCN(C)CC2)ncc1C#N. As a reaction SMILES: [C:8](#[N:9])[c:10]1[c:11]([CH3:30])[n:12][c:13]([N:16]([C:17](=[O:18])[CH3:19])[CH2:20][CH2:21][CH2:22][CH:23]2[CH2:24][CH2:25][N:26]([CH3:29])[CH2:27][CH2:28]2)[n:14][cH:15]1.[CH3:1][CH2:2][O:3][C:4]([CH3:5])=[O:6].[ClH:31].[OH2:7]>>[C:8](#[N:9])[c:10]1[c:11]([CH3:30])[n:12][c:13]([NH:16][CH2:20][CH2:21][CH2:22][CH:23]2[CH2:24][CH2:25][N:26]([CH3:29])[CH2:27][CH2:28]2)[n:14][cH:15]1. The reactants are N1(CCCC1)C1=CC=C(C=C1)C(C)C1=CC=C(C=C1)N1CCCC1 (1,1-bis(4-pyrrolidinylphenyl)ethane), Cl (hydrochloric acid). Yields the product N1(CCCC1)C1=CC=C(C=C1)C(=C)C1=CC=C(C=C1)N1CCCC1 (1,1-bis(4-pyrrolidinylphenyl)ethylene). Yield: 50.0%. RXN SMILES: [N:1]1([C:6]2[CH:11]=[CH:10][C:9]([CH:12]([C:14]3[CH:19]=[CH:18][C:17]([N:20]4[CH2:24][CH2:23][CH2:22][CH2:21]4)=[CH:16][CH:15]=3)[CH3:13])=[CH:8][CH:7]=2)[CH2:5][CH2:4][CH2:3][CH2:2]1.Cl>>[N:1]1([C:6]2[CH:7]=[CH:8][C:9]([C:12]([C:14]3[CH:19]=[CH:18][C:17]([N:20]4[CH2:21][CH2:22][CH2:23][CH2:24]4)=[CH:16][CH:15]=3)=[CH2:13])=[CH:10][CH:11]=2)[CH2:2][CH2:3][CH2:4][CH2:5]1. Procedure details: In the same manner as in 1-2 of Example 1 except for using the thus obtained 1,1-bis(4-pyrrolidinylphenyl)ethane instead of 1,1-bis(4-dimethylaminophenyl)ethane and using hydrochloric acid instead of nitric acid in 1-2 of Example 1, 1,1-bis(4-pyrrolidinylphenyl)ethylene (m.p. 211° C.) was obtained in a yield of about 50%. Procedure: A mixture containing 3-bromo-1,1-diphenylpropane (1.5 g-see Preparation 4), N-methyl-4-fluorophenethylamine (0.766 g-see CA 80:PIZ0985y), anhydrous potassium carbonate (1.38 g) and acetonitrile (50 ml) was heated under reflux for 24 hours then concentrated in vacuo. The residue was dissolved in water (40 ml) and extracted with dichloromethane (3×50 ml). The combined dichloromethane extracts were dried (Na2SO4) and concentrated in vacuo to give a gum which was purified by column chromatography on... Yields the product C(#N)C(CCN(C)CCC1=CC=C(C=C1)F)(C1=CC=CC=C1)C1=CC=CC=C1 (1-cyano-1,1-diphenyl-3-[N-(4-fluorophenethyl)-N-methylamino]propane). As a reaction SMILES: Br[CH2:2][CH2:3][CH:4]([C:11]1[CH:16]=[CH:15][CH:14]=[CH:13][CH:12]=1)[C:5]1[CH:10]=[CH:9][CH:8]=[CH:7][CH:6]=1.[CH3:17][NH:18][CH2:19][CH2:20][C:21]1[CH:26]=[CH:25][C:24]([F:27])=[CH:23][CH:22]=1.C(=O)([O-])[O-].[K+].[K+].[C:34](#[N:36])C>>[C:34]([C:4]([C:11]1[CH:16]=[CH:15][CH:14]=[CH:13][CH:12]=1)([C:5]1[CH:10]=[CH:9][CH:8]=[CH:7][CH:6]=1)[CH2:3][CH2:2][N:18]([CH2:19][CH2:20][C:21]1[CH:26]=[CH:25][C:24]([F:27])=[CH:23][CH:22]=1)[CH3:17])#[N:36] |f:2.3.4|. Reactants: BrCCC(C1=CC=CC=C1)C1=CC=CC=C1 (3-bromo-1,1-diphenylpropane), CNCCC1=CC=C(C=C1)F (N-methyl-4-fluorophenethylamine), C([O-])([O-])=O.[K+].[K+] (potassium carbonate), C(C)#N (acetonitrile).